From a dataset of the Open Reaction Database (ORD), a public repository of structured organic reaction records. describe an organic reaction: reactants, conditions, products, and yield Starting materials: C(C)(=O)Cl (Acetyl chloride), CN1C2=C(C(C3=C(C1)C=CC=C3)=O)C=CC=C2 (5,6-dihydro-5-methyl-11-oxodibenz[b,e]azepine), [Cl-].[Al+3].[Cl-].[Cl-] (aluminum chloride), ice water, Cl (hydrochloric acid). The solvent is C(Cl)Cl (methylene chloride). Product: C(C)(=O)C1=CC2=C(N(CC3=C(C2=O)C=CC=C3)C)C=C1 (5,6-dihydro-2-acetyl-5-methyl-11-oxodibenz[b,e]azepine). Isolated yield 92.6%. RXN SMILES: [C:1](Cl)(=[O:3])[CH3:2].[CH3:5][N:6]1[CH2:12][C:11]2[CH:13]=[CH:14][CH:15]=[CH:16][C:10]=2[C:9](=[O:17])[C:8]2[CH:18]=[CH:19][CH:20]=[CH:21][C:7]1=2.[Cl-].[Al+3].[Cl-].[Cl-].Cl>C(Cl)Cl>[C:1]([C:19]1[CH:20]=[CH:21][C:7]2[N:6]([CH3:5])[CH2:12][C:11]3[CH:13]=[CH:14][CH:15]=[CH:16][C:10]=3[C:9](=[O:17])[C:8]=2[CH:18]=1)(=[O:3])[CH3:2] |f:2.3.4.5|. Reported procedure: Acetyl chloride (8.5 g) was gradually added dropwise to a mixed liquid of 5,6-dihydro-5-methyl-11-oxodibenz[b,e]azepine (12 g), anhydrous aluminum chloride (21.5 g) and dried methylene chloride (200 ml) while stirring and cooling the liquid with ice. After the dropwise addition, the mixture was stirred for 30 minutes at room temperature, and was heated under refluxing for one hour. Immediately after the reaction, the reaction mixture was poured into a solution containing ice-water (1 kg) and con... Reaction SMILES: [CH:1]1([CH2:6][CH2:7][C:8](Cl)=[O:9])[CH2:5][CH2:4][CH2:3][CH2:2]1.[CH2:11]([C@:13]12[CH2:21][CH2:20][C@@H:19]3[C@@H:22]4[C:27]([CH2:28][CH2:29][C@H:18]3[C@@H:17]1[CH2:16][CH2:15][C@@H:14]2[OH:31])=[CH:26][C:25](=[O:30])[CH2:24][CH2:23]4)[CH3:12]>C1C=CC=CC=1.N1C=CC=CC=1>[CH2:11]([C@:13]12[CH2:21][CH2:20][C@@H:19]3[C@@H:22]4[C:27]([CH2:28][CH2:29][C@H:18]3[C@@H:17]1[CH2:16][CH2:15][C@@H:14]2[O:31][C:8](=[O:9])[CH2:7][CH2:6][CH:1]1[CH2:5][CH2:4][CH2:3][CH2:2]1)=[CH:26][C:25](=[O:30])[CH2:24][CH2:23]4)[CH3:12]. The product is C(C)[C@]12[C@H](CC[C@H]2[C@H]2[C@H](CC1)[C@H]1CCC(C=C1CC2)=O)OC(CCC2CCCC2)=O (13β-Ethyl-17β-(3-cyclopentylpropionoxy)-gon-4-en-3-one). Reported procedure: Add 3-cyclopentylpropionyl chloride (2 g.) in benzene (6 cc.) to 13β-ethyl-17β-hydroxy-gon-4-en-3-one (2 g.) in pyridine (6 cc.) at -15°. Keep the mixture at -10° for 17 hours, work up and recrystallize the product from methanol to give the title compound, m.p. 88-89°; ultraviolet absorption peak at 241 mμ (ε17,000); infrared absorption peaks at 5.80; 6.00, 6.18 μ. The reactants are C1(CCCC1)CCC(=O)Cl (3-cyclopentylpropionyl chloride), C(C)[C@]12[C@H](CC[C@H]2[C@H]2[C@H](CC1)[C@H]1CCC(C=C1CC2)=O)O (13β-ethyl-17β-hydroxy-gon-4-en-3-one). The solvent is C1=CC=CC=C1 (benzene), N1=CC=CC=C1 (pyridine). The reactants are C, CCOC(=O)c1nc2ccccn2c1C=CCCOC, CCOC(C)=O, [H][H], [Pd], c1ccc(Sc2ccccc2)cc1. Yields the product CCOC(=O)c1nc2ccccn2c1CCCCOC. RXN SMILES: [C:42].[CH3:1][O:2][CH2:3][CH2:4][CH:5]=[CH:6][c:7]1[c:8]([C:16](=[O:17])[O:18][CH2:19][CH3:20])[n:9][c:10]2[n:11]1[cH:12][cH:13][cH:14][cH:15]2.[CH3:36][CH2:37][O:38][C:39](=[O:40])[CH3:41].[H:34][H:35].[Pd:43].[S:21]([c:22]1[cH:23][cH:24][cH:25][cH:26][cH:27]1)[c:28]1[cH:29][cH:30][cH:31][cH:32][cH:33]1>>[CH3:1][O:2][CH2:3][CH2:4][CH2:5][CH2:6][c:7]1[c:8]([C:16](=[O:17])[O:18][CH2:19][CH3:20])[n:9][c:10]2[n:11]1[cH:12][cH:13][cH:14][cH:15]2. Reactants: FC(C(=O)O)(F)F.ClC1=CC=C(C=C1)C1C(N=C(N1)C1=C(C=C(C=C1)OC)OCC)C (5-(4-Chloro-phenyl)-2-(2-ethoxy-4-methoxy-phenyl)-4-methyl-4,5-dihydro-1H-imidazole, trifluoroacetate salt), ClC1=CC=C(C=C1)C1C(N=C(N1C(=O)N1CCN(CC1)C)C1=C(C=C(C=C1)OC)OCC)CC1CCCC1 ([5-(4-chloro-phenyl)-4-cyclopentylmethyl-2-(2-ethoxy-4-methoxy-phenyl)-4,5-dihydro-imidazol-1-yl]-(4-methyl-piperazin-1-yl)-methanone). Yields the product ClC1=CC=C(C=C1)C1C(N=C(N1C(=O)N1CCN(CC1)C)C1=C(C=C(C=C1)OC)OCC)C ([5-(4-Chloro-phenyl)-2-(2-ethoxy-4-methoxy-phenyl)-4-methyl-4,5-dihydro-imidazol-1-yl]-(4-methyl-piperazin-1-yl)-methanone). RXN SMILES: FC(F)(F)C(O)=O.ClC1C=CC(C2NC(C3C=CC(OC)=CC=3OCC)=NC2C)=CC=1.[Cl:32][C:33]1[CH:38]=[CH:37][C:36]([CH:39]2[N:43]([C:44]([N:46]3[CH2:51][CH2:50][N:49]([CH3:52])[CH2:48][CH2:47]3)=[O:45])[C:42]([C:53]3[CH:58]=[CH:57][C:56]([O:59][CH3:60])=[CH:55][C:54]=3[O:61][CH2:62][CH3:63])=[N:41][CH:40]2[CH2:64]C2CCCC2)=[CH:35][CH:34]=1>>[Cl:32][C:33]1[CH:38]=[CH:37][C:36]([CH:39]2[N:43]([C:44]([N:46]3[CH2:51][CH2:50][N:49]([CH3:52])[CH2:48][CH2:47]3)=[O:45])[C:42]([C:53]3[CH:58]=[CH:57][C:56]([O:59][CH3:60])=[CH:55][C:54]=3[O:61][CH2:62][CH3:63])=[N:41][CH:40]2[CH3:64])=[CH:35][CH:34]=1 |f:0.1|. Reported procedure: [5-(4-Chloro-phenyl)-2-(2-ethoxy-4-methoxy-phenyl)-4-methyl-4,5-dihydro-imidazol-1-yl]-(4-methyl-piperazin-1-yl)-methanone was prepared from 5-(4-chloro-phenyl)-2-(2-ethoxy-4-methoxy-phenyl)-4-methyl-4,5-dihydro-1H-imidazole, trifluoroacetate salt (Example 17) in an analogous manner as described for the preparation of [5-(4-chloro-phenyl)-4-cyclopentylmethyl-2-(2-ethoxy-4-methoxy-phenyl)-4,5-dihydro-imidazol-1-yl]-(4-methyl-piperazin-1-yl)-methanone (Example 24). HR-MS (ES, m/z) observed 471.216... Reactants: BrC1=C(SC(=C1C#N)Br)C(=O)O (3,5-Dibromo-4-cyanothiophene-2-carboxylic acid), S(=O)(Cl)Cl (thionyl chloride), C(C)#N (acetonitrile), N (ammonia), O1CCOCC1 (1,4-dioxane), C(Cl)Cl (Methylene chloride). The solvent is Cl (HCl). Conditions: time 1 hour. Product: BrC1=C(SC(=C1C#N)Br)C(=O)N (3,5-Dibromo-4-cyanothiophene-2-carboxamide). Isolated yield 97.8%. Reaction SMILES: [Br:1][C:2]1[C:6]([C:7]#[N:8])=[C:5]([Br:9])[S:4][C:3]=1[C:10]([OH:12])=O.S(Cl)(Cl)=O.C(#[N:19])C.C(Cl)Cl.N.O1CCOCC1>Cl>[Br:1][C:2]1[C:6]([C:7]#[N:8])=[C:5]([Br:9])[S:4][C:3]=1[C:10]([NH2:19])=[O:12]. Reported procedure: 3,5-Dibromo-4-cyanothiophene-2-carboxylic acid (5.90 g, 18.6 mmol) was added to a solution of thionyl chloride (27.1 mL, 371 mmol) in acetonitrile (40.0 mL, 766 mmol). The mixture was refluxed for 30 min then cooled to rt. The solvent was evaporated in vacuo to dryness to yield a lightly yellow solid. Methylene chloride (100 mL, 2000 mmol) was added to dissolve the solid, then the solution was cooled to 0° C. Under a nitrogen atmosphere, a solution of 0.500 M ammonia in 1,4-dioxane (111.5 mL, 55...